Dataset: the Open Reaction Database (ORD), a public repository of structured organic reaction records. Task: describe an organic reaction: reactants, conditions, products, and yield The reactants are C(C(=C)C)#N (methacrylonitrile), solution, [N+](=O)([O-])C1=C(N)C=CC=C1 (o-nitroaniline). Run in CO (methanol), O1CCCC1 (tetrahydrofuran). The product is [N+](=O)([O-])C1=C(NCC(C#N)C)C=CC=C1 (2-Nitro-(2'-methyl-2'-cyanoethyl)-aniline). Reaction SMILES: [N+:1]([C:4]1[CH:10]=[CH:9][CH:8]=[CH:7][C:5]=1[NH2:6])([O-:3])=[O:2].[C:11](#[N:15])[C:12]([CH3:14])=[CH2:13]>O1CCCC1.CO>[N+:1]([C:4]1[CH:10]=[CH:9][CH:8]=[CH:7][C:5]=1[NH:6][CH2:13][CH:12]([CH3:14])[C:11]#[N:15])([O-:3])=[O:2]. Reported procedure: 69 g (mol/2) of o-nitroaniline in solution in 270 ml of tetrahydrofuran are heated under reflux for 2 hours with 67 g (1 mol) of methacrylonitrile and 16 ml of a 40% solution of "Triton B" in methanol. After evaporation of the volatile substances under vacuum, washing the residue with water and then extraction with ethyl acetate, and after evaporation of the solvent, a yellow solid of melting point 44°-47° C. is obtained in a yield of 51.3 g = 50% (theoretical yield: 102.6 g). After recrystallis... Starting materials: CCOC(=O)C1=Cc2cc(CC)c(Oc3ccnc(SC)n3)cc2OC1C(F)(F)F, CCO, [Li+], C1CCOC1, [OH-], O. Yields the product CCc1cc2c(cc1Oc1ccnc(SC)n1)OC(C(F)(F)F)C(C(=O)O)=C2. Reaction SMILES: [CH2:1]([CH3:2])[c:3]1[cH:4][c:5]2[c:10]([cH:11][c:12]1[O:13][c:14]1[n:15][c:16]([S:20][CH3:21])[n:17][cH:18][cH:19]1)[O:9][CH:8]([C:22]([F:23])([F:24])[F:25])[C:7]([C:26](=[O:27])[O:28][CH2:29][CH3:30])=[CH:6]2.[CH3:33][CH2:34][OH:35].[Li+:31].[O:36]1[CH2:37][CH2:38][CH2:39][CH2:40]1.[OH-:32].[OH2:41]>>[CH2:1]([CH3:2])[c:3]1[cH:4][c:5]2[c:10]([cH:11][c:12]1[O:13][c:14]1[n:15][c:16]([S:20][CH3:21])[n:17][cH:18][cH:19]1)[O:9][CH:8]([C:22]([F:23])([F:24])[F:25])[C:7]([C:26](=[O:27])[OH:28])=[CH:6]2. Reactants: N1(CCNCC1)C=1C2=C(N=C(N1)N)SC(=N2)C=2C=NC=CC2 (7-(piperazin-1-yl)-2-(pyridin-3-yl)thiazolo[5,4-d]pyrimidin-5-amine), ClC1=CC=C(OC(C(=O)O)(C)C)C=C1 (2-(4-chlorophenoxy)-2-methylpropanoic acid). Yields the product NC=1N=C(C2=C(N1)SC(=N2)C=2C=NC=CC2)N2CCN(CC2)C(C(C)(C)OC2=CC=C(C=C2)Cl)=O (1-(4-(5-amino-2-(pyridin-3-yl)thiazolo[5,4-d]pyrimidin-7-yl)piperazin-1-yl)-2-(4-chlorophenoxy)-2-methylpropan-1-one). The yield is 45.0%. As a reaction SMILES: [N:1]1([C:7]2[C:8]3[N:16]=[C:15]([C:17]4[CH:18]=[N:19][CH:20]=[CH:21][CH:22]=4)[S:14][C:9]=3[N:10]=[C:11]([NH2:13])[N:12]=2)[CH2:6][CH2:5][NH:4][CH2:3][CH2:2]1.[Cl:23][C:24]1[CH:36]=[CH:35][C:27]([O:28][C:29]([CH3:34])([CH3:33])[C:30](O)=[O:31])=[CH:26][CH:25]=1>>[NH2:13][C:11]1[N:12]=[C:7]([N:1]2[CH2:6][CH2:5][N:4]([C:30](=[O:31])[C:29]([O:28][C:27]3[CH:35]=[CH:36][C:24]([Cl:23])=[CH:25][CH:26]=3)([CH3:34])[CH3:33])[CH2:3][CH2:2]2)[C:8]2[N:16]=[C:15]([C:17]3[CH:18]=[N:19][CH:20]=[CH:21][CH:22]=3)[S:14][C:9]=2[N:10]=1. Procedure: This compound was prepared from 7-(piperazin-1-yl)-2-(pyridin-3-yl)thiazolo[5,4-d]pyrimidin-5-amine using 2-(4-chlorophenoxy)-2-methylpropanoic acid in a yield of 45%, according to the procedure for the synthesis of example 50. Reactants: N1C=C(C=C1)C(=O)OC (methyl pyrrole-3-carboxylate), ClC=1C=C(C=CC1)SCl (m-chlorobenzenesulfenyl chloride). Yields the product ClC=1C=C(C=CC1)SC1=CC(=CN1)C(=O)OC (Methyl 5-(3-Chlorophenylthio)pyrrole-3-carboxylate). As a reaction SMILES: [NH:1]1[CH:5]=[CH:4][C:3]([C:6]([O:8][CH3:9])=[O:7])=[CH:2]1.[Cl:10][C:11]1[CH:12]=[C:13]([S:17]Cl)[CH:14]=[CH:15][CH:16]=1>>[Cl:10][C:11]1[CH:12]=[C:13]([S:17][C:5]2[NH:1][CH:2]=[C:3]([C:6]([O:8][CH3:9])=[O:7])[CH:4]=2)[CH:14]=[CH:15][CH:16]=1. Procedure details: By the procedure of Example 14, methyl pyrrole-3-carboxylate (2.5 g., 20 mmoles) was reacted with m-chlorobenzenesulfenyl chloride to yield crude product as an oil (5.0 g.). The crude was chromatographed on 250 g. of silica gel, with 100 ml. fractions of the methylene chloride eluant collected. Fractions 17 to 30 were combined and evaporated to yield purified methyl 5-(3-chlorophenylthio)pyrrole-3-carboxylate (1.8 g., m.p. 90°-95° C., m/e 267) which crystallized on standing.